This data is from the Open Reaction Database (ORD), a public repository of structured organic reaction records. The task is: describe an organic reaction: reactants, conditions, products, and yield Starting materials: Nc1c(Cl)cc(CC(CC(=O)N2CCC(n3c(=O)[nH]c4c5ccccc5ncc43)CC2)C(=O)O)cc1C(F)(F)F, C1CN(C2CCOCC2)CCN1. Yields the product Nc1c(Cl)cc(CC(CC(=O)N2CCC(n3c(=O)[nH]c4c5ccccc5ncc43)CC2)C(=O)N2CCN(C3CCOCC3)CC2)cc1C(F)(F)F. As a reaction SMILES: [NH2:1][c:2]1[c:3]([Cl:40])[cH:4][c:5]([CH2:6][CH:7]([C:8](=[O:9])[OH:10])[CH2:11][C:12]([N:13]2[CH2:14][CH2:15][CH:16]([n:19]3[c:20](=[O:32])[nH:21][c:22]4[c:23]3[cH:24][n:25][c:26]3[cH:27][cH:28][cH:29][cH:30][c:31]43)[CH2:17][CH2:18]2)=[O:33])[cH:34][c:35]1[C:36]([F:37])([F:38])[F:39].[O:41]1[CH2:42][CH2:43][CH:44]([N:47]2[CH2:48][CH2:49][NH:50][CH2:51][CH2:52]2)[CH2:45][CH2:46]1>>[NH2:1][c:2]1[c:3]([Cl:40])[cH:4][c:5]([CH2:6][CH:7]([C:8](=[O:10])[N:50]2[CH2:49][CH2:48][N:47]([CH:44]3[CH2:43][CH2:42][O:41][CH2:46][CH2:45]3)[CH2:52][CH2:51]2)[CH2:11][C:12]([N:13]2[CH2:14][CH2:15][CH:16]([n:19]3[c:20](=[O:32])[nH:21][c:22]4[c:23]3[cH:24][n:25][c:26]3[cH:27][cH:28][cH:29][cH:30][c:31]43)[CH2:17][CH2:18]2)=[O:33])[cH:34][c:35]1[C:36]([F:37])([F:38])[F:39]. Reactants: COC(=O)C1=C(C=2N(N(C1=O)CC1=CC=C(C=C1)C(F)(F)F)C=C(C2)C2=CC=CC=C2)O (4-hydroxy-2-oxo-6-phenyl-1-(4-trifluoromethyl-benzyl)-1,2-dihydro-pyrrolo[1,2-b]pyridazine-3-carboxylic acid methyl ester), NCC(=O)[O-].[Na+] (sodium glycinate). Product: OC=1C=2N(N(C(C1C(=O)NCC(=O)O)=O)CC1=CC=C(C=C1)C(F)(F)F)C=C(C2)C2=CC=CC=C2 ({[4-Hydroxy-2-oxo-6-phenyl-1-(4-trifluoromethyl-benzyl)-1,2-dihydro-pyrrolo[1,2-b]pyridazine-3-carbonyl]-amino}-acetic acid). Reaction SMILES: CO[C:3]([C:5]1[C:10](=[O:11])[N:9]([CH2:12][C:13]2[CH:18]=[CH:17][C:16]([C:19]([F:22])([F:21])[F:20])=[CH:15][CH:14]=2)[N:8]2[CH:23]=[C:24]([C:26]3[CH:31]=[CH:30][CH:29]=[CH:28][CH:27]=3)[CH:25]=[C:7]2[C:6]=1[OH:32])=[O:4].[NH2:33][CH2:34][C:35]([O-:37])=[O:36].[Na+]>>[OH:32][C:6]1[C:7]2[N:8]([CH:23]=[C:24]([C:26]3[CH:27]=[CH:28][CH:29]=[CH:30][CH:31]=3)[CH:25]=2)[N:9]([CH2:12][C:13]2[CH:18]=[CH:17][C:16]([C:19]([F:21])([F:20])[F:22])=[CH:15][CH:14]=2)[C:10](=[O:11])[C:5]=1[C:3]([NH:33][CH2:34][C:35]([OH:37])=[O:36])=[O:4] |f:1.2|. Procedure: Prepared according to the glycinolysis condition used in Example 1 step d) from 4-hydroxy-2-oxo-6-phenyl-1-(4-trifluoromethyl-benzyl)-1,2-dihydro-pyrrolo[1,2-b]pyridazine-3-carboxylic acid methyl ester (1.0 eq.) and sodium glycinate (5 eq.). ESI (m/z): 486 (M+H)+. The reactants are BrCC1CCCCO1, BrCc1ccccn1, Br, O=C1Nc2cccc(-c3cnc4ccccc4c3)c2C12COc1cc3c(cc12)OCCO3. Product: O=C1N(Cc2ccccn2)c2cccc(-c3cnc4ccccc4c3)c2C12COc1cc3c(cc12)OCCO3. As a reaction SMILES: [Br:10][CH2:11][CH:12]1[CH2:13][CH2:14][CH2:15][CH2:16][O:17]1.[Br:2][CH2:3][c:4]1[n:5][cH:6][cH:7][cH:8][cH:9]1.[BrH:1].[n:18]1[cH:19][c:20](-[c:28]2[c:29]3[c:30]([cH:31][cH:32][cH:33]2)[NH:34][C:35](=[O:49])[C:36]32[CH2:37][O:38][c:39]3[cH:40][c:41]4[c:42]([cH:47][c:48]32)[O:43][CH2:44][CH2:45][O:46]4)[cH:21][c:22]2[cH:23][cH:24][cH:25][cH:26][c:27]12>>[CH2:3]([c:4]1[n:5][cH:6][cH:7][cH:8][cH:9]1)[N:34]1[c:30]2[c:29]([c:28](-[c:20]3[cH:19][n:18][c:27]4[c:22]([cH:21]3)[cH:23][cH:24][cH:25][cH:26]4)[cH:33][cH:32][cH:31]2)[C:36]2([C:35]1=[O:49])[CH2:37][O:38][c:39]1[cH:40][c:41]3[c:42]([cH:47][c:48]12)[O:43][CH2:44][CH2:45][O:46]3. Reactants: N1CCC(CC1)CCO (2-(piperidin-4-yl)ethanol), [OH-].[Na+] (sodium hydroxide), Cl[O-].[Na+] (sodium hypochlorite), [OH-].[NH4+] (ammonium hydroxide), [Cl-].[NH4+] (ammonium chloride). Run in C1CCOC1 (THF), O (H2O). Reaction conditions: temperature -10 celsius, time 5 minute. The product is N=C1NCCC(C1)CCO (2-(1-mino-piperidin-4-yl)-ethanol). Yield: 61.8%. Reaction SMILES: Cl[O-].[Na+].[OH-].[NH4+:5].[Cl-].[NH4+].[NH:8]1[CH2:13][CH2:12][CH:11]([CH2:14][CH2:15][OH:16])[CH2:10][CH2:9]1.[OH-].[Na+]>C1COCC1.O>[NH:5]=[C:9]1[CH2:10][CH:11]([CH2:14][CH2:15][OH:16])[CH2:12][CH2:13][NH:8]1 |f:0.1,2.3,4.5,7.8|. Reported procedure: A 50 mL four-necked flask was charged with sodium hypochlorite solution (8.44 g, 7.00 mL, 15.5 mmol, Eq: 4) and the solution was cooled to −10° C. Maintaining this temperature, ammonium hydroxide 25% NH3 (949 mg, 1.05 ml, 13.9 mmol, Eq: 3.6) and ammonium chloride 1M (11.6 mL, 11.6 mmol, Eq: 3) were added simultaneously. After 5 min, 2-(piperidin-4-yl)ethanol (500 mg, 3.87 mmol, Eq: 1.00, CAN 622-26-4) in 2 mL THF and sodium hydroxide (2.58 g, 1.94 mL, 19.3 mmol, Eq: 5) were added simultaneously ...